The task is: describe an organic reaction: reactants, conditions, products, and yield. This data is from the Open Reaction Database (ORD), a public repository of structured organic reaction records. Starting materials: N1(CCOCC1)CC=1C=C2C(C(=CN(C2=CC1)C1CCOCC1)C(=O)OCC)=O (ethyl 6-(4-morpholinylmethyl)-4-oxo-1-tetrahydro-2H-pyran-4-yl-1,4-dihydro-3-quinolinecarboxylate), ClC1=CC=C(CN)C=C1 (4-chlorobenzylamine). Run at temperature 190 celsius. The product is ClC1=CC=C(CNC(=O)C2=CN(C3=CC=C(C=C3C2=O)CN2CCOCC2)C2CCOCC2)C=C1 (N-(4-Chlorobenzyl)-6-(4-morpholinylmethyl)-4-oxo-1-tetrahydro-2H-pyran-4-yl-1,4-dihydro-3-quinolinecarboxamide). RXN SMILES: [N:1]1([CH2:7][C:8]2[CH:9]=[C:10]3[C:15](=[CH:16][CH:17]=2)[N:14]([CH:18]2[CH2:23][CH2:22][O:21][CH2:20][CH2:19]2)[CH:13]=[C:12]([C:24](OCC)=[O:25])[C:11]3=[O:29])[CH2:6][CH2:5][O:4][CH2:3][CH2:2]1.[Cl:30][C:31]1[CH:38]=[CH:37][C:34]([CH2:35][NH2:36])=[CH:33][CH:32]=1>>[Cl:30][C:31]1[CH:38]=[CH:37][C:34]([CH2:35][NH:36][C:24]([C:12]2[C:11](=[O:29])[C:10]3[C:15](=[CH:16][CH:17]=[C:8]([CH2:7][N:1]4[CH2:6][CH2:5][O:4][CH2:3][CH2:2]4)[CH:9]=3)[N:14]([CH:18]3[CH2:23][CH2:22][O:21][CH2:20][CH2:19]3)[CH:13]=2)=[O:25])=[CH:33][CH:32]=1. Procedure details: A flask containing ethyl 6-(4-morpholinylmethyl)-4-oxo-1-tetrahydro-2H-pyran-4-yl-1,4-dihydro-3-quinolinecarboxylate (0.21 g) is treated with 4-chlorobenzylamine (2.0 mL). The reaction is tightly capped and heated to 190° C. for 1 hour. The reaction is cooled to room temperature, adsorbed onto silica and chromatographed on silica eluting with 2% to 6% methanol in dichloromethane and then by recrystallization from ethyl acetate to afford 0.14 g of the title compound.